Dataset: the Open Reaction Database (ORD), a public repository of structured organic reaction records. Task: describe an organic reaction: reactants, conditions, products, and yield Starting materials: solution, FC(F)(F)I (Trifluoromethyl iodide), solution, S(O)(O)(=O)=O (sulfuric acid), NC1=NC=CC=N1 (2-aminopyrimidine), OO (hydrogen peroxide). The reagents and catalysts are S(=O)(=O)([O-])[O-].[Fe+2] (iron(II) sulfate). The solvent is CS(=O)C (dimethylsulfoxide), O (water), CS(=O)C (dimethylsulfoxide). Reaction conditions: temperature 0 celsius, time 5 minute. Yields the product NC1=NC=C(C=N1)C(F)(F)F (2-amino-5-(trifluoromethyl)pyrimidine). Yield: 13.1%. As a reaction SMILES: S(=O)(=O)(O)O.[NH2:6][C:7]1[N:12]=[CH:11][CH:10]=[CH:9][N:8]=1.[F:13][C:14](I)([F:16])[F:15].OO>CS(C)=O.O.S([O-])([O-])(=O)=O.[Fe+2]>[NH2:6][C:7]1[N:12]=[CH:11][C:10]([C:14]([F:16])([F:15])[F:13])=[CH:9][N:8]=1 |f:6.7|. Procedure details: A 2-L flask fitted with a dry ice condenser and addition funnel was charged with dimethylsulfoxide (500 mL) and a 0.5 M solution of sulfuric acid in dimethylsulfoxide (400 mL), followed by the addition of 2-aminopyrimidine (20.0 g, 211 mmol). The reaction mixture was stirred vigorously for 5 minutes, and then a 1 M solution of iron(II) sulfate in water (60 mL) was added. Trifluoromethyl iodide (200 g, 1.02 moles) was added below the surface of the reaction mixture at room temperature. The reacti... Reactants: C(C)(C)(C)C=1N=C(C=2C(N1)=NN(N2)CC)N2CC(CC2)(F)F (5-tert-Butyl-7-(3,3-difluoro-pyrrolidin-1-yl)-2-ethyl-2H-[1,2,3]triazolo[4,5-d]pyrimidine), C(C)(C)(C)C=1N=C(C2=C(N1)NN=N2)N2CC1(COC1)C2 (5-tert-Butyl-7-(2-oxa-6-aza-spiro[3.3]hept-6-yl)-3H-[1,2,3]triazolo[4,5-d]pyrimidine), Cl.ClCC1=NN=C(N1C)C (3-(chloromethyl)-4,5-dimethyl-4H-1,2,4-triazole hydrochloride). Yields the product C(C)(C)(C)C=1N=C(C=2C(N1)=NN(N2)CC2=NN=C(N2C)C)N2CC1(COC1)C2 (5-tert-Butyl-2-(4,5-dimethyl-4H-[1,2,4]triazol-3-ylmethyl)-7-(2-oxa-6-aza-spiro[3.3]hept-6-yl)-2H-[1,2,3]triazolo[4,5-d]pyrimidine). Reaction SMILES: C([C:5]1N=C(N2CCC(F)(F)C2)[C:8]2[C:9](=[N:11][N:12]([CH2:14][CH3:15])N=2)[N:10]=1)(C)(C)C.[C:23]([C:27]1[N:28]=[C:29]([N:36]2[CH2:42][C:38]3([CH2:41][O:40][CH2:39]3)[CH2:37]2)[C:30]2[N:35]=[N:34][NH:33][C:31]=2[N:32]=1)([CH3:26])([CH3:25])[CH3:24].Cl.ClCC1N(C)C(C)=NN=1>>[C:23]([C:27]1[N:28]=[C:29]([N:36]2[CH2:37][C:38]3([CH2:39][O:40][CH2:41]3)[CH2:42]2)[C:30]2[C:31](=[N:33][N:34]([CH2:8][C:9]3[N:10]([CH3:5])[C:14]([CH3:15])=[N:12][N:11]=3)[N:35]=2)[N:32]=1)([CH3:26])([CH3:24])[CH3:25] |f:2.3|. Procedure: In analogy to the procedure described for the synthesis of 5-tert-butyl-7-(3,3-difluoro-pyrrolidin-1-yl)-2-ethyl-2H-[1,2,3]triazolo[4,5-d]pyrimidine (example 3, step b), the title compound was prepared from 5-tert-Butyl-7-(2-oxa-6-aza-spiro[3.3]hept-6-yl)-3H-[1,2,3]triazolo[4,5-d]pyrimidine and 3-(chloromethyl)-4,5-dimethyl-4H-1,2,4-triazole hydrochloride and isolated as white solid. MS (m/e): 384.3 (MH+). Yields the product C(C)(C)(C)OC(=O)N1CCC(CC1)OC1=CC=C(C=C1)N(C(C1=CC=CC=C1)=O)CC1=CC2=CC(=CC=C2C=C1)C#N (N-[4-[(1-t-Butoxycarbonyl-4-piperidyl)oxy]phenyl]-N-[(7-cyano-2-naphthyl)methyl]benzamide). RXN SMILES: [C:1]([O:5][C:6]([N:8]1[CH2:13][CH2:12][CH:11]([O:14][C:15]2[CH:34]=[CH:33][C:18]([NH:19][CH2:20][C:21]3[CH:30]=[C:29]4[C:24]([CH:25]=[CH:26][C:27]([C:31]#[N:32])=[CH:28]4)=[CH:23][CH:22]=3)=[CH:17][CH:16]=2)[CH2:10][CH2:9]1)=[O:7])([CH3:4])([CH3:3])[CH3:2].[C:35](Cl)(=[O:42])[C:36]1[CH:41]=[CH:40][CH:39]=[CH:38][CH:37]=1>>[C:1]([O:5][C:6]([N:8]1[CH2:13][CH2:12][CH:11]([O:14][C:15]2[CH:16]=[CH:17][C:18]([N:19]([CH2:20][C:21]3[CH:22]=[CH:23][C:24]4[C:29](=[CH:28][C:27]([C:31]#[N:32])=[CH:26][CH:25]=4)[CH:30]=3)[C:35](=[O:42])[C:36]3[CH:41]=[CH:40][CH:39]=[CH:38][CH:37]=3)=[CH:33][CH:34]=2)[CH2:10][CH2:9]1)=[O:7])([CH3:4])([CH3:2])[CH3:3]. The reactants are C(C)(C)(C)OC(=O)N1CCC(CC1)OC1=CC=C(NCC2=CC=C3C=CC(=CC3=C2)C#N)C=C1 (7-[[4-[(1-t-butoxycarbonyl-4-piperidyl)oxy]anilino]methyl]-2-naphthalenecarbonitrile), C(C1=CC=CC=C1)(=O)Cl (benzoyl chloride). Reported procedure: Starting compound: 7-[[4-[(1-t-butoxycarbonyl-4-piperidyl)oxy]anilino]methyl]-2-naphthalenecarbonitrile, benzoyl chloride.